From a dataset of the Open Reaction Database (ORD), a public repository of structured organic reaction records. describe an organic reaction: reactants, conditions, products, and yield Starting materials: ClC1=C(C=CC=C1Cl)C(CC1=CC=NC=C1)N (1-(2,3-dichlorophenyl)-2-(pyridin-4-yl)ethanamine), ClCCN=C=S (chloroethylisothiocyanate). Run in ClCCl (dichloromethane). Run at time 1.5 hour. The product is ClC1=C(C=CC=C1Cl)C(CC1=CC=NC=C1)N=C1SCCN1 (1-(2,3-dichlorophenyl)-2-(pyridin-4-yl)-N-(thiazolidin-2-ylidene)ethanamine), 18. Isolated yield 4.6%. Reaction SMILES: [Cl:1][C:2]1[C:7]([Cl:8])=[CH:6][CH:5]=[CH:4][C:3]=1[CH:9]([NH2:17])[CH2:10][C:11]1[CH:16]=[CH:15][N:14]=[CH:13][CH:12]=1.Cl[CH2:19][CH2:20][N:21]=[C:22]=[S:23]>ClCCl>[Cl:1][C:2]1[C:7]([Cl:8])=[CH:6][CH:5]=[CH:4][C:3]=1[CH:9]([N:17]=[C:22]1[NH:21][CH2:20][CH2:19][S:23]1)[CH2:10][C:11]1[CH:12]=[CH:13][N:14]=[CH:15][CH:16]=1. Reported procedure: 1-(2,3-dichlorophenyl)-2-(pyridin-4-yl)ethanamine (0.30 g, 1.13 mmol) in dichloromethane (6 mL) was added chloroethylisothiocyanate (0.097 mL, 0.988 mmol). The solution was stirred at room temperature for 1.5 hour, and quenched with water. The aqueous layer was extracted with dichloromethane (3×). The pooled organic layer was dried over magnesium sulfate. The mixture was filtered. The filtrate was added silica gel, and the solvents were removed under vacuum. Purification by chromatography on sil...